Dataset: the Open Reaction Database (ORD), a public repository of structured organic reaction records. Task: describe an organic reaction: reactants, conditions, products, and yield Starting materials: BrCC(CO)(CO)CBr (2,2-bis(bromomethyl) 1,3-propane diol), CC(=O)C (acetone), Cl (hydrochloric acid). Run in O (Water). The product is CC1(OCC(CO1)(CBr)CBr)C (2,2-dimethyl-5,5-bis(bromomethyl)-1,3-dioxane). Reaction SMILES: [Br:1][CH2:2][C:3]([CH2:8][Br:9])([CH2:6][OH:7])[CH2:4][OH:5].[CH3:10][C:11]([CH3:13])=O.Cl>O>[CH3:10][C:11]1([CH3:13])[O:7][CH2:6][C:3]([CH2:8][Br:9])([CH2:2][Br:1])[CH2:4][O:5]1. Procedure: The reactant 2,2-dimethyl-5,5-bis(bromomethyl)-1,3-dioxane was prepared by contacting 2,2-bis(bromomethyl) 1,3-propane diol with an excess of acetone in the presence of a catalytic amount of hydrochloric acid. Water produced in the reaction was removed with anhydrous calcium chloride and any residual acid was neutralized with sodium carbonate, the mixture filtered and the filtrate evaporated to dryness. The residue was extracted with carbon tetrachloride, filtered and the filtrate evaporated to ...